This data is from the Open Reaction Database (ORD), a public repository of structured organic reaction records. The task is: describe an organic reaction: reactants, conditions, products, and yield The reactants are C1CCOC1, CO, CNC1(CC2CCCCC2)C(=O)N(S(=O)(=O)c2ccc([N+](=O)[O-])cc2OC)c2ccc(Cl)cc21, [Ni]. Product: CNC1(CC2CCCCC2)C(=O)N(S(=O)(=O)c2ccc(N)cc2OC)c2ccc(Cl)cc21. Reaction SMILES: [CH2:38]1[O:39][CH2:40][CH2:41][CH2:42]1.[CH3:35][OH:36].[Cl:1][c:2]1[cH:3][c:4]2[c:8]([cH:9][cH:10]1)[N:7]([S:11](=[O:12])(=[O:13])[c:14]1[c:15]([O:23][CH3:24])[cH:16][c:17]([N+:20]([O-:21])=[O:22])[cH:18][cH:19]1)[C:6](=[O:25])[C:5]2([NH:26][CH3:27])[CH2:28][CH:29]1[CH2:30][CH2:31][CH2:32][CH2:33][CH2:34]1.[Ni:37]>>[Cl:1][c:2]1[cH:3][c:4]2[c:8]([cH:9][cH:10]1)[N:7]([S:11](=[O:12])(=[O:13])[c:14]1[c:15]([O:23][CH3:24])[cH:16][c:17]([NH2:20])[cH:18][cH:19]1)[C:6](=[O:25])[C:5]2([NH:26][CH3:27])[CH2:28][CH:29]1[CH2:30][CH2:31][CH2:32][CH2:33][CH2:34]1. Starting materials: 13.6, BrCC(=O)C1=C(C=C(C=C1)Cl)Cl (2-bromo-2',4'-dichloroacetophenone), BrC=1C=C2C=CC(=CC2=CC1)OCC(CO)O (3-(6-bromo-2-napthyloxy)-1,2-propanediol), C1(=CC=C(C=C1)S(=O)(=O)O)C (p-toluenesulfonic acid), C(CCC)O (n-butanol). Solvent: O (water), C1=CC=CC=C1 (benzene). Yields the product C(C)(C)OC(C)C (diisopropylether), C(CCC)OCCCC (dibutylether), BrCC1(OCC(O1)COC1=CC2=CC=C(C=C2C=C1)Br)C1=C(C=C(C=C1)Cl)Cl (2-(bromomethyl)-4-(6-bromo-2-naphthyloxymethyl)-2-(2,4-dichlorophenyl)-1,3-dioxolane). RXN SMILES: [Br:1][CH2:2][C:3]([C:5]1[CH:10]=[CH:9][C:8]([Cl:11])=[CH:7][C:6]=1[Cl:12])=[O:4].[Br:13][C:14]1[CH:15]=[C:16]2[C:21](=[CH:22][CH:23]=1)[CH:20]=[C:19]([O:24][CH2:25][CH:26]([OH:29])[CH2:27][OH:28])[CH:18]=[CH:17]2.[C:30]1(C)C=CC(S(O)(=O)=O)=CC=1.C(O)CCC>O.C1C=CC=CC=1>[CH:14]([O:4][CH:3]([CH3:2])[CH3:5])([CH3:15])[CH3:23].[CH2:25]([O:24][CH2:19][CH2:20][CH2:21][CH3:22])[CH2:26][CH2:27][CH3:30].[Br:1][CH2:2][C:3]1([C:5]2[CH:10]=[CH:9][C:8]([Cl:11])=[CH:7][C:6]=2[Cl:12])[O:29][CH:26]([CH2:25][O:24][C:19]2[CH:18]=[CH:17][C:16]3[C:21](=[CH:22][CH:23]=[C:14]([Br:13])[CH:15]=3)[CH:20]=2)[CH2:27][O:28]1. Procedure: A mixture of 13.6 parts of 2-bromo-2',4'-dichloroacetophenone, 18 parts of 3-(6-bromo-2-napthyloxy)-1,2-propanediol, 3 parts of p-toluenesulfonic acid, 80 parts of n-butanol and 180 parts of benzene is stirred and refluxed for 24 hours with water-separator. The reaction mixture is evaporated. The residue is dissolved in chloroform and the solution is stirred with silica gel for one hour. The latter is filtered off and the filtrate is evaporated. The residue is crystallized twice: first from diis... Starting materials: C(C)(=O)SCC=1N=NN(C1)C(C1=CC=CC=C1)(C1=CC=CC=C1)C1=CC=CC=C1 (4-acetylthiomethyl-1-trityl-1,2,3-triazole), [H-].[Al+3].[Li+].[H-].[H-].[H-] (litium aluminum hydride), Cl (hydrochloric acid). Solvent: O1CCCC1 (tetrahydrofuran), O1CCCC1 (tetrahydrofuran). Run at time 40 minute. The product is C(C1=CC=CC=C1)(C1=CC=CC=C1)(C1=CC=CC=C1)N1N=NC(=C1)CS (1-trityl-1,2,3-triazol-4-ylmethylmercaptan). Isolated yield 76.5%. RXN SMILES: [H-].[Al+3].[Li+].[H-].[H-].[H-].C([S:10][CH2:11][C:12]1[N:13]=[N:14][N:15]([C:17]([C:30]2[CH:35]=[CH:34][CH:33]=[CH:32][CH:31]=2)([C:24]2[CH:29]=[CH:28][CH:27]=[CH:26][CH:25]=2)[C:18]2[CH:23]=[CH:22][CH:21]=[CH:20][CH:19]=2)[CH:16]=1)(=O)C.Cl>O1CCCC1>[C:17]([N:15]1[CH:16]=[C:12]([CH2:11][SH:10])[N:13]=[N:14]1)([C:18]1[CH:19]=[CH:20][CH:21]=[CH:22][CH:23]=1)([C:24]1[CH:29]=[CH:28][CH:27]=[CH:26][CH:25]=1)[C:30]1[CH:35]=[CH:34][CH:33]=[CH:32][CH:31]=1 |f:0.1.2.3.4.5|. Reported procedure: To a suspension of litium aluminum hydride (1.07 g: 28.2 mMol.) in tetrahydrofuran (100 ml) under ice cooling is added 4-acetylthiomethyl-1-trityl-1,2,3-triazole (7.50 g: 18.8 mMol.), and the mixture is stirred at room temperature for 40 minutes. To the reaction mixture is added aqueous tetrahydrofuran dropwise, and the mixture is neutralized with 10% hydrochloric acid. The solution is filtered and the filtrate is diluted with ethyl acetate, washed with brine, dried over sodium sulfate, and conc... Starting materials: Cc1ccccc1, O=C(N1CCc2ccc(Cl)c(OS(=O)(=O)C(F)(F)F)c2CC1)C(F)(F)F, CC(N)c1ccccc1F. Yields the product CC(Nc1c(Cl)ccc2c1CCN(C(=O)C(F)(F)F)CC2)c1ccccc1F. As a reaction SMILES: [CH3:37][c:38]1[cH:39][cH:40][cH:41][cH:42][cH:43]1.[Cl:1][c:2]1[c:3]([O:19][S:20]([C:21]([F:22])([F:23])[F:24])(=[O:25])=[O:26])[c:4]2[c:5]([cH:17][cH:18]1)[CH2:6][CH2:7][N:8]([C:11]([C:12]([F:13])([F:14])[F:15])=[O:16])[CH2:9][CH2:10]2.[F:27][c:28]1[c:29]([CH:34]([CH3:35])[NH2:36])[cH:30][cH:31][cH:32][cH:33]1>>[Cl:1][c:2]1[c:3]([NH:36][CH:34]([c:29]2[c:28]([F:27])[cH:33][cH:32][cH:31][cH:30]2)[CH3:35])[c:4]2[c:5]([cH:17][cH:18]1)[CH2:6][CH2:7][N:8]([C:11]([C:12]([F:13])([F:14])[F:15])=[O:16])[CH2:9][CH2:10]2. Starting materials: C([O-])([O-])=O.[Na+].[Na+] (sodium carbonate), 25(a), BrC1=C(C=C(C=C1)[N+](=O)[O-])C (2-bromo-5-nitrotoluene), C1(=CC=CC=C1)B(O)O (phenyl boronic acid). The solvent is C(OC)COC (dimethoxyethane). The product is CC1=C(C=CC(=C1)[N+](=O)[O-])C1=CC=CC=C1 (2-methyl-4-nitro-1-phenylbenzene). Isolated yield 85.8%. Reported procedure: According to the method of Preparation 25(a), 2-bromo-5-nitrotoluene (15 gm, 69.4 mmol) was treated with phenyl boronic acid (12.7 gm, 104.1 mmol) under palladium catalysis, using 2M aqueous sodium carbonate as base at reflux in dimethoxyethane for 16 h. After being cooled, the mixture was separated the organic layer was diluted with diethyl ether and washed with water (twice). The organic layer was dried (Na2SO4) and concentrated under reduced pressure. The residue was purified by flash chromat... As a reaction SMILES: Br[C:2]1[CH:7]=[CH:6][C:5]([N+:8]([O-:10])=[O:9])=[CH:4][C:3]=1[CH3:11].[C:12]1(B(O)O)[CH:17]=[CH:16][CH:15]=[CH:14][CH:13]=1.C(=O)([O-])[O-].[Na+].[Na+]>C(COC)OC>[CH3:11][C:3]1[CH:4]=[C:5]([N+:8]([O-:10])=[O:9])[CH:6]=[CH:7][C:2]=1[C:12]1[CH:17]=[CH:16][CH:15]=[CH:14][CH:13]=1 |f:2.3.4|. Reactants: BrCC(=O)C1=CC=C(C(=O)OC)C=C1 (methyl 4-(2-bromoacetyl)benzoate), [BH4-].[Na+] (NaBH4), O (water), C(=O)([O-])[O-].[K+].[K+] (K2CO3). The solvent is CO (MeOH). Reaction conditions: time 1 hour. Product: O1C(C1)C1=CC=C(C(=O)OC)C=C1 (methyl 4-(oxiran-2-yl)benzoate). Isolated yield 90.3%. RXN SMILES: Br[CH2:2][C:3]([C:5]1[CH:14]=[CH:13][C:8]([C:9]([O:11][CH3:12])=[O:10])=[CH:7][CH:6]=1)=[O:4].[BH4-].[Na+].C([O-])([O-])=O.[K+].[K+].O>CO>[O:4]1[CH2:2][CH:3]1[C:5]1[CH:14]=[CH:13][C:8]([C:9]([O:11][CH3:12])=[O:10])=[CH:7][CH:6]=1 |f:1.2,3.4.5|. Procedure details: To a stirred solution of methyl 4-(2-bromoacetyl)benzoate (0.59 g, 2.3 mmol) in MeOH (6 mL) at 0° C. was added NaBH4 (92 mg, 2.4 mmol) in portions. The cooling bath was removed and the mixture was stirred at room temperature for 1 h. K2CO3 (317 mg, 2.30 mmol) was added and the mixture was stirred at room temperature for 72 h. The mixture was poured into water and was extracted with Et2O (3×). The organics were combined, washed with water, brine, dried (MgSO4) and evaporated to dryness to give me... Starting materials: [Al+3], CCC1CC(C)(C)c2ccc(C)cc2C1(C)C, CC(=O)Cl, [Cl-], [Cl-], [Cl-], ClCCCl, Cl. Yields the product CCC1CC(C)(C)c2cc(C(C)=O)c(C)cc2C1(C)C. Reaction SMILES: [Al+3:23].[CH2:1]([CH3:2])[CH:3]1[CH2:4][C:5]([CH3:16])([CH3:17])[c:6]2[cH:7][cH:8][c:9]([CH3:15])[cH:10][c:11]2[C:12]1([CH3:13])[CH3:14].[CH3:18][C:19]([Cl:20])=[O:21].[Cl-:22].[Cl-:24].[Cl-:25].[Cl:27][CH2:28][CH2:29][Cl:30].[ClH:26]>>[CH2:1]([CH3:2])[CH:3]1[CH2:4][C:5]([CH3:16])([CH3:17])[c:6]2[cH:7][c:8]([C:19]([CH3:18])=[O:21])[c:9]([CH3:15])[cH:10][c:11]2[C:12]1([CH3:13])[CH3:14].